Task: describe an organic reaction: reactants, conditions, products, and yield. Dataset: the Open Reaction Database (ORD), a public repository of structured organic reaction records Reactants: C1(=CC=CC=C1)B(O)O (phenylboronic acid), ClC=1C=C(C(=NC1)NC=1SC=C(N1)C)OC1=CC=CC=C1 (5-Chloro-N-(4-methylthiazol-2-yl)-3-phenoxypyridin-2-amine), C1(=CC=CC=C1)B(O)O (phenylboronic acid), C(=O)([O-])[O-].[Na+].[Na+] (Na2CO3). Reagents/catalysts: C=1C=CC(=CC1)[P](C=2C=CC=CC2)(C=3C=CC=CC3)[Pd]([P](C=4C=CC=CC4)(C=5C=CC=CC5)C=6C=CC=CC6)([P](C=7C=CC=CC7)(C=8C=CC=CC8)C=9C=CC=CC9)[P](C=1C=CC=CC1)(C=1C=CC=CC1)C=1C=CC=CC1 (Pd(PPh3)4), C=1C=CC(=CC1)[P](C=2C=CC=CC2)(C=3C=CC=CC3)[Pd]([P](C=4C=CC=CC4)(C=5C=CC=CC5)C=6C=CC=CC6)([P](C=7C=CC=CC7)(C=8C=CC=CC8)C=9C=CC=CC9)[P](C=1C=CC=CC1)(C=1C=CC=CC1)C=1C=CC=CC1 (Pd(PPh3)4). Run in COCCOC (DME). Run at temperature 80 celsius, time 8 hour. Product: Cl.CC=1N=C(SC1)NC1=NC=C(C=C1OC1=CC=CC=C1)C1=CC=CC=C1 (N-(4-methylthiazol-2-yl)-3-phenoxy-5-phenylpyridin-2-amine hydrochloride). Yield: 7.2%. RXN SMILES: [Cl:1][C:2]1[CH:3]=[C:4]([O:15][C:16]2[CH:21]=[CH:20][CH:19]=[CH:18][CH:17]=2)[C:5]([NH:8][C:9]2[S:10][CH:11]=[C:12]([CH3:14])[N:13]=2)=[N:6][CH:7]=1.[C:22]1(B(O)O)[CH:27]=[CH:26][CH:25]=[CH:24][CH:23]=1.C([O-])([O-])=O.[Na+].[Na+]>COCCOC.C1C=CC([P]([Pd]([P](C2C=CC=CC=2)(C2C=CC=CC=2)C2C=CC=CC=2)([P](C2C=CC=CC=2)(C2C=CC=CC=2)C2C=CC=CC=2)[P](C2C=CC=CC=2)(C2C=CC=CC=2)C2C=CC=CC=2)(C2C=CC=CC=2)C2C=CC=CC=2)=CC=1>[ClH:1].[CH3:14][C:12]1[N:13]=[C:9]([NH:8][C:5]2[C:4]([O:15][C:16]3[CH:21]=[CH:20][CH:19]=[CH:18][CH:17]=3)=[CH:3][C:2]([C:22]3[CH:27]=[CH:26][CH:25]=[CH:24][CH:23]=3)=[CH:7][N:6]=2)[S:10][CH:11]=1 |f:2.3.4,7.8,^1:46,48,67,86|. Procedure details: 5-Chloro-N-(4-methylthiazol-2-yl)-3-phenoxypyridin-2-amine (0.150 g, 0.472 mmol), phenylboronic acid (0.0691 g, 0.566 mmol), Pd(PPh3)4 (0.0545 g, 0.0472 mmol), in DME (10 mL), and 2M Na2CO3 (5 mL) were placed in a round bottom flask, heated to 80° C. and stirred overnight. An extra equivalent of Pd(PPh3)4 (0.0545 g, 0.0472 mmol), and phenylboronic acid (0.0691 g, 0.566 mmol) were added and the reaction mixture was heated for 2 weeks. The reaction mixture was cooled to room temperature and partit... The reactants are [N+](=O)([O-])C=1C=C(C=CC1SC1=CC=CC=C1)C(F)(F)F (3-nitro-4-(phenylthio)-benzotrifluoride). The reagents and catalysts are [Ni] (Raney-nickel). Run in C(C)O (ethanol). Reaction conditions: time 17 hour. Yields the product NC=1C=C(C=CC1SC1=CC=CC=C1)C(F)(F)F (3-amino-4-(phenylthio)-benzotrifluoride). As a reaction SMILES: [N+:1]([C:4]1[CH:5]=[C:6]([C:17]([F:20])([F:19])[F:18])[CH:7]=[CH:8][C:9]=1[S:10][C:11]1[CH:16]=[CH:15][CH:14]=[CH:13][CH:12]=1)([O-])=O>C(O)C.[Ni]>[NH2:1][C:4]1[CH:5]=[C:6]([C:17]([F:20])([F:18])[F:19])[CH:7]=[CH:8][C:9]=1[S:10][C:11]1[CH:16]=[CH:15][CH:14]=[CH:13][CH:12]=1. Reported procedure: 26.9 g of 3-nitro-4-(phenylthio)-benzotrifluoride in 250 ml of ethanol are hydrogenated in the presence of 10 g of Raney-nickel at room temperature and atmospheric pressure for 17 hours. The mixture is filtered and evaporated under reduced pressure. There is obtained 3-amino-4-(phenylthio)-benzotrifluoride as a red-brown oil. The compound is distilled under greatly reduced pressure and boils at 110°-135° C/0.1 mm; orange-coloured oil. Starting materials: [Al+3], COCCCCCC(=O)N1CCCc2ccccc21, [H-], [H-], [H-], [H-], [Li+], O. The product is COCCCCCCN1CCCc2ccccc21. Reaction SMILES: [Al+3:21].[CH3:1][O:2][CH2:3][CH2:4][CH2:5][CH2:6][CH2:7][C:8](=[O:9])[N:10]1[CH2:11][CH2:12][CH2:13][c:14]2[cH:15][cH:16][cH:17][cH:18][c:19]21.[H-:20].[H-:23].[H-:24].[H-:25].[Li+:22].[OH2:26]>>[CH3:1][O:2][CH2:3][CH2:4][CH2:5][CH2:6][CH2:7][CH2:8][N:10]1[CH2:11][CH2:12][CH2:13][c:14]2[cH:15][cH:16][cH:17][cH:18][c:19]21. The reactants are C([O-])([O-])=O.[Cs+].[Cs+] (Cesium carbonate), C(C)I (ethyl iodide), FC(C1=CC(=C(C=N1)N)N)(F)F (6-trifluoromethyl-pyridine-3,4-diamine). Solvent: CN(C)C=O (DMF), CCOC(=O)C (EtOAc), O (water). Yields the product C(C)NC=1C=NC(=CC1N)C(F)(F)F (N-Ethyl-6-trifluoromethyl-pyridine-3,4-diamine). As a reaction SMILES: C(=O)([O-])[O-].[Cs+].[Cs+].[CH2:7](I)[CH3:8].[F:10][C:11]([F:21])([F:20])[C:12]1[N:17]=[CH:16][C:15]([NH2:18])=[C:14]([NH2:19])[CH:13]=1>CN(C=O)C.CCOC(C)=O.O>[CH2:7]([NH:18][C:15]1[CH:16]=[N:17][C:12]([C:11]([F:10])([F:20])[F:21])=[CH:13][C:14]=1[NH2:19])[CH3:8] |f:0.1.2|. Procedure details: Cesium carbonate (3.1 g, 26.88 mmol) and ethyl iodide (1.76 g, 10.75 mmol) is added to a solution of 6-trifluoromethyl-pyridine-3,4-diamine (1.05 g, 8.96 mmol) in anhydrous DMF (12 mL). The mixture is heated in a sealed tube for 18 h, then cooled to room temperature, and diluted with EtOAc and water. Usual work up and purification by column chromatography, eluting with EtOAc-hexanes provides pure N-Ethyl-6-trifluoromethyl-pyridine-3,4-diamine. 1H NMR (300 MHz, CDCl3): δ 7.95 (s, 1H); 6.95 (s, 1H... The reactants are O=C(n1ccnc1)n1ccnc1, O=C(O)Cc1ccc(Cl)c(Cl)c1, ClCCl, OCC1CN(Cc2ccccc2)CCN1. The product is O=C(Cc1ccc(Cl)c(Cl)c1)N1CCN(Cc2ccccc2)CC1CO. Reaction SMILES: [C:1]([n:2]1[cH:3][cH:4][n:5][cH:6]1)([n:7]1[cH:8][cH:9][n:10][cH:11]1)=[O:12].[Cl:13][c:14]1[cH:15][c:16]([CH2:21][C:22](=[O:23])[OH:24])[cH:17][cH:18][c:19]1[Cl:20].[Cl:40][CH2:41][Cl:42].[c:25]1([CH2:31][N:32]2[CH2:33][CH:34]([CH2:38][OH:39])[NH:35][CH2:36][CH2:37]2)[cH:26][cH:27][cH:28][cH:29][cH:30]1>>[Cl:13][c:14]1[cH:15][c:16]([CH2:21][C:22](=[O:24])[N:35]2[CH:34]([CH2:38][OH:39])[CH2:33][N:32]([CH2:31][c:25]3[cH:26][cH:27][cH:28][cH:29][cH:30]3)[CH2:37][CH2:36]2)[cH:17][cH:18][c:19]1[Cl:20]. Reactants: [Li]CCCC, COC(=O)c1ccc(C#N)cc1, CCCCCC, N#CCC1CC1, CC(C)NC(C)C, C1CCOC1. Yields the product N#Cc1ccc(C(=O)C(C#N)C2CC2)cc1. RXN SMILES: [CH2:1]([Li:2])[CH2:3][CH2:4][CH3:5].[CH3:19][O:20][C:21]([c:22]1[cH:23][cH:24][c:25]([C:28]#[N:29])[cH:26][cH:27]1)=[O:30].[CH3:31][CH2:32][CH2:33][CH2:34][CH2:35][CH3:36].[CH:13]1([CH2:16][C:17]#[N:18])[CH2:14][CH2:15]1.[CH:6]([NH:7][CH:8]([CH3:9])[CH3:10])([CH3:11])[CH3:12].[O:37]1[CH2:38][CH2:39][CH2:40][CH2:41]1>>[CH:13]1([CH:16]([C:17]#[N:18])[C:21](=[O:20])[c:22]2[cH:23][cH:24][c:25]([C:28]#[N:29])[cH:26][cH:27]2)[CH2:14][CH2:15]1.